From a dataset of the Open Reaction Database (ORD), a public repository of structured organic reaction records. describe an organic reaction: reactants, conditions, products, and yield Reactants: ClC1=C(C(=CC=C1)Cl)C(C(=O)Cl)(Cl)Cl (2,6-dichlorodichorophenylacetyl chloride), Cl (hydrochloric acid), S(=O)(=O)(O)O.CN(C(=N)N)C (1,1-dimethylguanidine sulfate), [OH-].[Na+] (sodium hydroxide), S(=O)(=O)([O-])[O-].[Na+].[Na+] (sodium sulfate). Solvent: O1CCCC1 (tetrahydrofuran), C(Cl)(Cl)Cl (chloroform), O1CCCC1 (tetrahydrofuran). Conditions: time 8 hour. The product is Cl.CN(C(=N)NC(CC1=C(C=CC=C1Cl)Cl)=O)C (1,1-Dimethyl-3-(2,6-Dichlorophenylacetyl)Guanidine Hydrochloride). The yield is 92.2%. Reaction SMILES: S(O)(O)(=O)=O.[CH3:6][N:7]([CH3:11])[C:8]([NH2:10])=[NH:9].[OH-].[Na+].S([O-])([O-])(=O)=O.[Na+].[Na+].[Cl:21][C:22]1[CH:27]=[CH:26][CH:25]=[C:24]([Cl:28])[C:23]=1[C:29](Cl)(Cl)[C:30](Cl)=[O:31].Cl>O1CCCC1.C(Cl)(Cl)Cl>[ClH:21].[CH3:6][N:7]([CH3:11])[C:8]([NH:10][C:30](=[O:31])[CH2:29][C:23]1[C:22]([Cl:21])=[CH:27][CH:26]=[CH:25][C:24]=1[Cl:28])=[NH:9] |f:0.1,2.3,4.5.6,11.12|. Reported procedure: 10.89 g of 1,1-dimethylguanidine sulfate, 6.4 g of a 50% sodium hydroxide solution and 30 ml tetrahydrofuran are stirred for 2 hrs at RT. 5 g of anhydrous sodium sulfate are added, followed by the dropwise addition of a solution of 2,6-dichlorodichorophenylacetyl chloride (8.94 g) in 16 ml of tetrahydrofuran. The resulting mixture is stirred overnight at RT. The reaction mixture is evaporated to dryness and the residue stirred with 50 ml H2O at RT for 1 hr. The mixture is filtered and the solid ...